This data is from the Open Reaction Database (ORD), a public repository of structured organic reaction records. The task is: describe an organic reaction: reactants, conditions, products, and yield Reactants: N1=CC=CC=C1 (pyridine), COCC(C)O (1-methoxy-2-propanol), ice, C(OC(Cl)(Cl)Cl)(OC(Cl)(Cl)Cl)=O (bis(trichloromethyl) carbonate). Run in CCOCC (ether), CCOCC (ether). Conditions: time 60 minute. The product is ClC(=O)OC(COC)C (2-Methoxy-1(R,S)-methylethyl chloroformate). RXN SMILES: [CH3:1][O:2][CH2:3][CH:4]([OH:6])[CH3:5].C(=O)(OC(Cl)(Cl)Cl)[O:8][C:9](Cl)(Cl)[Cl:10].N1C=CC=CC=1>CCOCC>[Cl:10][C:9]([O:6][CH:4]([CH3:5])[CH2:3][O:2][CH3:1])=[O:8]. Procedure: 1 ml (10.2 mmol) of 1-methoxy-2-propanol (Fluka, Buchs, Switzerland) is injected slowly into an ice-cold solution of 916 mg (1.1 equivalent) of bis(trichloromethyl) carbonate (triphosgene; Fluka, Buchs, Switzerland) in 35 ml of ether using a syringe. At the same time, 1 ml (1.2 equivalents) of pyridine in 5 ml of ether is added dropwise from a dropping funnel. After the addition has ended, the mixture is left to stir at RT for a further 60 min. The reaction mixture is filtered through wadding an... Reactants: NC1=NC(=C(C(=N1)C=1OC=CC1)C#N)S(=O)C (2-amino-4-furan-2-yl-6-methanesulfinyl-pyrimidine-5-carbonitrile), NC1=CC=C(CN)C=C1 (4-aminobenzylamine). Product: NC1=NC(=C(C(=N1)NCC1=CC=C(C=C1)N)C#N)C=1OC=CC1 (2-Amino-4-(4-amino-benzylamino)-6-furan-2-yl-pyrimidine-5-carbonitrile). RXN SMILES: [NH2:1][C:2]1[N:7]=[C:6]([C:8]2[O:9][CH:10]=[CH:11][CH:12]=2)[C:5]([C:13]#[N:14])=[C:4](S(C)=O)[N:3]=1.[NH2:18][C:19]1[CH:26]=[CH:25][C:22]([CH2:23][NH2:24])=[CH:21][CH:20]=1>COCCOC>[NH2:1][C:2]1[N:3]=[C:4]([NH:24][CH2:23][C:22]2[CH:25]=[CH:26][C:19]([NH2:18])=[CH:20][CH:21]=2)[C:5]([C:13]#[N:14])=[C:6]([C:8]2[O:9][CH:10]=[CH:11][CH:12]=2)[N:7]=1. Solvent: COCCOC (DME). Procedure details: From 2-amino-4-furan-2-yl-6-methanesulfinyl-pyrimidine-5-carbonitrile and 4-aminobenzylamine in DME. ES-MS m/e (%): 307 (M+H+, 100). The reactants are FC(C(=O)O)(F)F (Trifluoroacetic acid), C(CCC)OC(=O)N(C)CC1=C(C=CC=C1)CC(=O)NC1[C@@H]2N(C(=C(CS2)CSC=2C=CC=3N(N2)C(N(N3)CC(=O)O)=O)C(=O)O)C1=O (7-[o-(N-Butoxycarbonyl-N-methylaminomethyl)phenylacetamido]-3-(2-carboxymethyl-2,3-dihydro-s-triazolo[4,3-b]pyridazin-3-on-6-ylthiomethyl)-3-cephem-4-carboxylic Acid). The solvent is CCOCC (ether). Conditions: time 20 minute. Yields the product CNCC1=C(C=CC=C1)CC(=O)NC1[C@@H]2N(C(=C(CS2)CSC=2C=CC=3N(N2)C(N(N3)CC(=O)O)=O)C(=O)O)C1=O (7-[o-(Methylaminomethyl)phenylacetamido]-3-(2-carboxymethyl-2,3-dihydro-s-triazolo[4,3-b]pyridazin-3-on-6-ylthiomethyl)-3-cephem-4-carboxylic Acid). As a reaction SMILES: FC(F)(F)C(O)=O.C(O[C:13]([N:15]([CH2:17][C:18]1[CH:23]=[CH:22][CH:21]=[CH:20][C:19]=1[CH2:24][C:25]([NH:27][CH:28]1[C:54](=[O:55])[N:30]2[C:31]([C:51]([OH:53])=[O:52])=[C:32]([CH2:35][S:36][C:37]3[CH:38]=[CH:39][C:40]4[N:41]([C:43](=[O:50])[N:44]([CH2:46][C:47]([OH:49])=[O:48])[N:45]=4)[N:42]=3)[CH2:33][S:34][C@H:29]12)=[O:26])C)=O)CCC>CCOCC>[CH3:13][NH:15][CH2:17][C:18]1[CH:23]=[CH:22][CH:21]=[CH:20][C:19]=1[CH2:24][C:25]([NH:27][CH:28]1[C:54](=[O:55])[N:30]2[C:31]([C:51]([OH:53])=[O:52])=[C:32]([CH2:35][S:36][C:37]3[CH:38]=[CH:39][C:40]4[N:41]([C:43](=[O:50])[N:44]([CH2:46][C:47]([OH:49])=[O:48])[N:45]=4)[N:42]=3)[CH2:33][S:34][C@H:29]12)=[O:26]. Procedure: Trifluoroacetic acid (7 ml.) was added to the t-BOC-derivative 7b (3.8 g., 5.5 m.mole) at 0° C., and the mixture was stirred for 20 minutes at room temperature. Dry ether (100 ml.) was added to the mixture. The resulting precipitate was collected by filtration and washed with dry ether (3×100 ml.). The precipitate was dissolved in a mixture of CH3CN (120 ml.) and water (18 ml.) and the solution was adjusted to pH 5-6 with concentrated NH4OH to give an oily precipitate which was triturated with C... Reactants: C(=O)N1CCNCC1 (formylpiperazine), CC(=O)C (acetone). Reagents/catalysts: [C].[Pd] (palladium carbon). Run at time 60 hour. Yields the product C(=O)N1CCN(CC1)C(C)C (1-Formyl-4-isopropylpiperazine). Reaction SMILES: [CH:1]([N:3]1[CH2:8][CH2:7][NH:6][CH2:5][CH2:4]1)=[O:2].[CH3:9][C:10]([CH3:12])=O>[C].[Pd]>[CH:1]([N:3]1[CH2:8][CH2:7][N:6]([CH:10]([CH3:12])[CH3:9])[CH2:5][CH2:4]1)=[O:2] |f:2.3|. Procedure details: To a solution of 1.02 g of formylpiperazine in 90 ml of acetone was added 0.1 g of 5% palladium carbon and the mixture was stirred under hydrogen atmosphere for 60 hours. The catalyst was filtered off and distilled off under reduced pressure to afford 1.31 g of the title compound. The reactants are OCCCN1N=CC(=C1)C=1C=CC(=C2C(N(CC12)C)=O)NC1=NC(=NC=C1C(F)(F)F)NC1=C(C=C(CP(OCC)(OCC)=O)C=C1)OC (diethyl (4-{[4-({7-[1-(3-hydroxypropyl)-1H-pyrazol-4-yl]-2-methyl-3-oxo-2,3-dihydro-1H-isoindol-4-yl}amino)-5-(trifluoromethyl)pyrimidin-2-yl]amino}-3-methoxybenzyl)phosphonate), NC=1C(=NC(=CC1)C=1C=NN(C1)CCCCO)C(=O)NC (3-amino-6-[1-(4-hydroxybutyl)-1H-pyrazol-4-yl]-N-methylpyridine-2-carboxamide), NC=1C(=NC(=CC1)C=1C=NN(C1)CCCCO)C(=O)NC (3-amino-6-[1-(4-hydroxybutyl)-1H-pyrazol-4-yl]-N-methylpyridine-2-carboxamide). The product is OCCCCN1N=CC(=C1)C1=CC=C(C(=N1)C(NC)=O)NC1=NC(=NC=C1C(F)(F)F)NC1=C(C=C(CP(OCC)(OCC)=O)C=C1)OC (Diethyl (4-{[4-({6-[1-(4-hydroxybutyl)-1H-pyrazol-4-yl]-2-(methylcarbamoyl)pyridin-3-yl}amino)-5-(trifluoromethyl)pyrimidin-2-yl]amino}-3-methoxybenzyl)phosphonate). Isolated yield 40.0%. As a reaction SMILES: OCCCN1C=C(C2C=CC(N[C:22]3[C:27]([C:28]([F:31])([F:30])[F:29])=[CH:26][N:25]=[C:24]([NH:32][C:33]4[CH:47]=[CH:46][C:36]([CH2:37][P:38](=[O:45])([O:42][CH2:43][CH3:44])[O:39][CH2:40][CH3:41])=[CH:35][C:34]=4[O:48][CH3:49])[N:23]=3)=C3C=2CN(C)C3=O)C=N1.[NH2:50][C:51]1[C:52]([C:67]([NH:69][CH3:70])=[O:68])=[N:53][C:54]([C:57]2[CH:58]=[N:59][N:60]([CH2:62][CH2:63][CH2:64][CH2:65][OH:66])[CH:61]=2)=[CH:55][CH:56]=1>>[OH:66][CH2:65][CH2:64][CH2:63][CH2:62][N:60]1[CH:61]=[C:57]([C:54]2[N:53]=[C:52]([C:67](=[O:68])[NH:69][CH3:70])[C:51]([NH:50][C:26]3[C:27]([C:28]([F:29])([F:30])[F:31])=[CH:22][N:23]=[C:24]([NH:32][C:33]4[CH:47]=[CH:46][C:36]([CH2:37][P:38](=[O:45])([O:42][CH2:43][CH3:44])[O:39][CH2:40][CH3:41])=[CH:35][C:34]=4[O:48][CH3:49])[N:25]=3)=[CH:56][CH:55]=2)[CH:58]=[N:59]1. Procedure: Prepared analogously to Compound 1B using 3-amino-6-[1-(4-hydroxybutyl)-1H-pyrazol-4-yl]-N-methylpyridine-2-carboxamide (Compound 15C, 95 mg, 333 μmol) to afford 95 mg of the title compound (40%). 1H NMR (400 MHz, CD3OD) δ 8.98 (d, J=8.3 Hz, 1H), 8.42 (s, 1H), 8.28 (s, 1H), 8.20 (s, 1H), 7.76 (d, J=6.1 Hz, 1H), 7.64 (d, J=8.8 Hz, 1H), 7.01 (d, J=1.8 Hz, 1H), 6.90 (td, J=2.2, 8.1 Hz, 1H), 4.22 (t, J=7.1 Hz, 2H), 4.01-4.11 (m, 4H), 3.87 (s, 3H), 3.59 (t, J=6.4 Hz, 2H), 3.28-3.29 (m, 1H), 3.24 (s, ... Reactants: ClC=1C=NC=2C(CCC2C1)NC=1C=CC(=C(C1)[C@@]1(COCC(N1)=O)C)F ((R)-5-[5-((RS)-3-chloro-6,7-dihydro-5H-[1]pyrindin-7-ylamino)-2-fluoro-phenyl]-5-methyl-morpholin-3-one), COC=1C=CC(=CC1)P2(=S)SP(=S)(S2)C=3C=CC(=CC3)OC (Lawesson's reagent). Solvent: O1CCOCC1 (dioxane). Conditions: temperature 80 celsius, time 3 hour. The product is ClC=1C=NC=2C(CCC2C1)NC=1C=CC(=C(C1)[C@@]1(COCC(N1)=S)C)F ((R)-5-[5-((RS)-3-chloro-6,7-dihydro-5H-[1]pyrindin-7-ylamino)-2-fluoro-phenyl]-5-methyl-morpholin-3-thione), solid. Yield: 73.0%. As a reaction SMILES: [Cl:1][C:2]1[CH:3]=[N:4][C:5]2[CH:6]([NH:11][C:12]3[CH:13]=[CH:14][C:15]([F:26])=[C:16]([C@@:18]4([CH3:25])[NH:23][C:22](=O)[CH2:21][O:20][CH2:19]4)[CH:17]=3)[CH2:7][CH2:8][C:9]=2[CH:10]=1.COC1C=CC(P2(SP(C3C=CC(OC)=CC=3)(=S)S2)=[S:36])=CC=1>O1CCOCC1>[Cl:1][C:2]1[CH:3]=[N:4][C:5]2[CH:6]([NH:11][C:12]3[CH:13]=[CH:14][C:15]([F:26])=[C:16]([C@@:18]4([CH3:25])[NH:23][C:22](=[S:36])[CH2:21][O:20][CH2:19]4)[CH:17]=3)[CH2:7][CH2:8][C:9]=2[CH:10]=1. Procedure details: A solution of (R)-5-[5-((RS)-3-chloro-6,7-dihydro-5H-[1]pyrindin-7-ylamino)-2-fluoro-phenyl]-5-methyl-morpholin-3-one (76 mg, 0.2 mmol) in dioxane (3 ml) was treated with Lawesson's reagent (53.2 mg, 0.13 mmol). The reaction mixture was stirred at 80° C. for 3 hours. For the workup, the mixture was quenched with a saturated aqueous solution of sodium hydrogen carbonate, thereafter extracted with ethyl acetate. The combined organic layers were dried over sodium sulphate, then evaporated at reduce... Reactants: methyl ester, BrC1=C(SC=C1)CC(=S)O (3-bromo-2-thienylthio-acetic acid), BrC=1SC=CC1Br (2,3-dibromothiophene), C(CCC)[Li] (butyllithium), [S] (sulfur), ClCC(=O)OC (methyl chloroacetate). RXN SMILES: [Br:1][C:2]1[CH:6]=[CH:5][S:4][C:3]=1CC(O)=S.BrC1[S:13]C=CC=1Br.C([Li])CCC.[S].Cl[CH2:25][C:26]([O:28]C)=[O:27]>>[Br:1][C:2]1[CH:6]=[CH:5][S:4][C:3]=1[S:13][CH2:25][C:26]([OH:28])=[O:27] |^3:22|. Procedure: The compound is prepared analogously to Example 10 by saponification of the crude methyl ester of (3-bromo-2-thienylthio-acetic acid prepared with a 76% yield from 2,3-dibromothiophene, butyllithium, sulfur, and methyl chloroacetate. After chromatography on silica gel (eluent: hexane/acetone/acetic acid = 93:5:2), the product is obtained as a non-crystallizing oil. The compound shows the physiochemical data to be expected (IR, NMR spectrum) and yields correct elementary analyses for C, H, S, and... The yield is 76.0%. Yields the product BrC1=C(SC=C1)SCC(=O)O ((3-Bromo-2-thienylthio)-acetic Acid).